Task: describe an organic reaction: reactants, conditions, products, and yield. Dataset: the Open Reaction Database (ORD), a public repository of structured organic reaction records Reactants: NC=1C2=C(N=CN1)N(C(S2)=O)[C@H]2[C@H](OC(C1=CC=CC=C1)=O)[C@H](OC(C1=CC=CC=C1)=O)[C@H](O2)COC(C2=CC=CC=C2)=O (7-Amino-3-(2,3,5-tri-O-benzoyl-β-D-ribofuranosyl)thiazolo[4,5-d]pyrimidin-2-one), C[O-].[Na+] (sodium methoxide). Solvent: CO (MeOH). Yields the product NC=1C2=C(N=CN1)N(C(S2)=O)[C@H]2[C@H](O)[C@H](O)[C@H](O2)CO (7-Amino-3-β-D-ribofuranosylthiazolo[4,5-d]pyrimidin-2-one). RXN SMILES: [NH2:1][C:2]1[C:3]2[S:10][C:9](=[O:11])[N:8]([C@@H:12]3[O:34][C@H:33]([CH2:35][O:36]C(=O)C4C=CC=CC=4)[C@@H:23]([O:24]C(=O)C4C=CC=CC=4)[C@H:13]3[O:14]C(=O)C3C=CC=CC=3)[C:4]=2[N:5]=[CH:6][N:7]=1.C[O-].[Na+]>CO>[NH2:1][C:2]1[C:3]2[S:10][C:9](=[O:11])[N:8]([C@@H:12]3[O:34][C@H:33]([CH2:35][OH:36])[C@@H:23]([OH:24])[C@H:13]3[OH:14])[C:4]=2[N:5]=[CH:6][N:7]=1 |f:1.2|. Reported procedure: Compound 32 (0.76 g, 1.2 mmol) was deblocked in the same manner as described for 31 above using sodium methoxide (200 mg, 3.7 mmol) in dry MeOH (50 mL). The title compound (34) was obtained (0.12, 32%) after crystallization from water: mp 248°-250° C.: UV λmax (pH 1) 222 nm (ε35100), 265 (14300), 290 (11400): UV λmax (pH 7, 11) 215 nm (ε45000), 262 (13200): 1H NMR (DMSO-d6) δ5.91 (d, J=5.43 Hz, 1H, C1,H), 7.44 (b, 1H, NH2), 8.22 (s, 1H, C5H), and other sugar protons. Anal. Calcd. for C10H12N4O5S...